From a dataset of the Open Reaction Database (ORD), a public repository of structured organic reaction records. describe an organic reaction: reactants, conditions, products, and yield The reactants are [N+](=O)([O-])C1=NN(N=C1)CC1=CC=C(O1)CO ((5-((4-nitro-2H-1,2,3-triazol-2-yl)methyl)furan-2-yl)methanol), Ag2O, CI (MeI), N#N (N2). Run in C(Cl)Cl (CH2Cl2). Run at temperature 40 celsius, time 8 hour. Yields the product COCC1=CC=C(O1)CN1N=CC(=N1)[N+](=O)[O-] (2-((5-(Methoxymethyl)furan-2-yl)methyl)-4-nitro-2H-1,2,3-triazole). Reaction SMILES: N#N.[N+:3]([C:6]1[CH:10]=[N:9][N:8]([CH2:11][C:12]2[O:16][C:15]([CH2:17][OH:18])=[CH:14][CH:13]=2)[N:7]=1)([O-:5])=[O:4].[CH3:19]I>C(Cl)Cl>[CH3:19][O:18][CH2:17][C:15]1[O:16][C:12]([CH2:11][N:8]2[N:7]=[C:6]([N+:3]([O-:5])=[O:4])[CH:10]=[N:9]2)=[CH:13][CH:14]=1. Procedure: In a flame dried round-bottomed flask equipped with a magnetic stir bar and under inert atmosphere (N2), a solution of (5-((4-nitro-2H-1,2,3-triazol-2-yl)methyl)furan-2-yl)methanol (WO 2009077990A1) (186 mg, 0.83 mmol) in CH2Cl2 (3.0 mL) was added to a suspension of Ag2O (288 mg, 1.24 mmol) and MeI (0.06 mL, 0.99 mmol). The resulting mixture (protected form light) was stirred overnight at 40° C. The reaction mixture was filtered and the solvent was removed under reduced pressure. Purification of... The reactants are BrC=1C=CC(=C2C(N(CC12)C)=O)NC1=NC(=NC=C1C(F)(F)F)NC1=CC=C(CP(OCC)(OCC)=O)C=C1 (diethyl [4-({4-[(7-bromo-2-methyl-3-oxo-2,3-dihydro-1H-isoindol-4-yl)amino]-5-(trifluoromethyl)pyrimidin-2-yl}amino)benzyl]phosphonate), COCCN1N=CC(=C1)B1OC(C(O1)(C)C)(C)C (1-(2-methoxyethyl)-4-(4,4,5,5-tetramethyl-1,3,2-dioxaborolan-2-yl)-1H-pyrazole), C([O-])([O-])=O.[K+].[K+] (potassium carbonate), ClCCl (dichloromethane). Reagents/catalysts: C1=CC=C(C=C1)P([C-]2C=CC=C2)C3=CC=CC=C3.C1=CC=C(C=C1)P([C-]2C=CC=C2)C3=CC=CC=C3.Cl[Pd]Cl.[Fe+2] ([1,1′-bis(diphenylphosphino)ferrocene]dichloropalladium(II)). The solvent is O (H2O), O1CCOCC1 (1,4-dioxane). Product: COCCN1N=CC(=C1)C=1C=CC(=C2C(N(CC12)C)=O)NC1=NC(=NC=C1C(F)(F)F)NC1=CC=C(CP(OCC)(OCC)=O)C=C1 (Diethyl (4-{[4-({7-[1-(2-methoxyethyl)-1H-pyrazol-4-yl]-2-methyl-3-oxo-2,3-dihydro-1H-isoindol-4-yl}amino)-5-(trifluoromethyl)pyrimidin-2-yl]amino}benzyl)phosphonate). Isolated yield 19.6%. As a reaction SMILES: Br[C:2]1[CH:3]=[CH:4][C:5]([NH:13][C:14]2[C:19]([C:20]([F:23])([F:22])[F:21])=[CH:18][N:17]=[C:16]([NH:24][C:25]3[CH:39]=[CH:38][C:28]([CH2:29][P:30](=[O:37])([O:34][CH2:35][CH3:36])[O:31][CH2:32][CH3:33])=[CH:27][CH:26]=3)[N:15]=2)=[C:6]2[C:10]=1[CH2:9][N:8]([CH3:11])[C:7]2=[O:12].[CH3:40][O:41][CH2:42][CH2:43][N:44]1[CH:48]=[C:47](B2OC(C)(C)C(C)(C)O2)[CH:46]=[N:45]1.C(=O)([O-])[O-].[K+].[K+].ClCCl>C1C=CC(P(C2C=CC=CC=2)[C-]2C=CC=C2)=CC=1.C1C=CC(P(C2C=CC=CC=2)[C-]2C=CC=C2)=CC=1.Cl[Pd]Cl.[Fe+2].O.O1CCOCC1>[CH3:40][O:41][CH2:42][CH2:43][N:44]1[CH:48]=[C:47]([C:2]2[CH:3]=[CH:4][C:5]([NH:13][C:14]3[C:19]([C:20]([F:21])([F:22])[F:23])=[CH:18][N:17]=[C:16]([NH:24][C:25]4[CH:39]=[CH:38][C:28]([CH2:29][P:30](=[O:37])([O:34][CH2:35][CH3:36])[O:31][CH2:32][CH3:33])=[CH:27][CH:26]=4)[N:15]=3)=[C:6]3[C:10]=2[CH2:9][N:8]([CH3:11])[C:7]3=[O:12])[CH:46]=[N:45]1 |f:2.3.4,6.7.8.9|. Procedure: A mixture of diethyl [4-({4-[(7-bromo-2-methyl-3-oxo-2,3-dihydro-1H-isoindol-4-yl)amino]-5-(trifluoromethyl)pyrimidin-2-yl}amino)benzyl]phosphonate (10.0 mg, 0.0159 mmol), 1-(2-methoxyethyl)-4-(4,4,5,5-tetramethyl-1,3,2-dioxaborolan-2-yl)-1H-pyrazole (8.02 mg, 0.0318 mmol), potassium carbonate (6.60 mg, 0.0477 mmol), 1,4-dioxane (0.4 mL), H2O (0.1 mL) and [1,1′-bis(diphenylphosphino)ferrocene]dichloropalladium(II), complex with dichloromethane (1:1) (1.30 mg, 0.00159 mmol) was evacuated and purg...